This data is from the Open Reaction Database (ORD), a public repository of structured organic reaction records. The task is: describe an organic reaction: reactants, conditions, products, and yield The reactants are [OH-].[Na+] (Sodium hydroxide), N1(C=NC=C1)C(CCCCC(=O)OC)CCCCCCCCCCCC (methyl 6-(1H-imidazol-1-yl)octadecanoate). Run in CO (methanol), O (water). Run at time 3 hour. The product is N1(C=NC=C1)C(CCCCC(=O)O)CCCCCCCCCCCC (6-(1H-imidazol-1-yl)octadecanoic acid). Yield: 77.0%. As a reaction SMILES: [OH-].[Na+].[N:3]1([CH:8]([CH2:17][CH2:18][CH2:19][CH2:20][CH2:21][CH2:22][CH2:23][CH2:24][CH2:25][CH2:26][CH2:27][CH3:28])[CH2:9][CH2:10][CH2:11][CH2:12][C:13]([O:15]C)=[O:14])[CH:7]=[CH:6][N:5]=[CH:4]1>CO.O>[N:3]1([CH:8]([CH2:17][CH2:18][CH2:19][CH2:20][CH2:21][CH2:22][CH2:23][CH2:24][CH2:25][CH2:26][CH2:27][CH3:28])[CH2:9][CH2:10][CH2:11][CH2:12][C:13]([OH:15])=[O:14])[CH:7]=[CH:6][N:5]=[CH:4]1 |f:0.1|. Procedure: Sodium hydroxide (0.11 g, 2.75 mmol) was added to a stirred solution of methyl 6-(1H-imidazol-1-yl)octadecanoate (0.5 g, 1.37 mmol) in a mixture of methanol (9 ml) and water (3 ml) at 0° C., warmed to room temperature, and stirring continued for another 3 hours. Methanol was removed from the mixture by evaporation. The aqueous layer was acidified with 1N HCl up to pH 4, extracted with dichloromethane (3×15 ml), and the combined organic layers were washed with brine solution, dried on anhydrous M... The reactants are ClC(Cl)(OC(OC(Cl)(Cl)Cl)=O)Cl (triphosgene), CN(NC(=O)NCC1=CC(=CC=C1)C1=CC=CC=C1)C (1,1-dimethyl-4-(3-phenylbenzyl)semicarbazide), C(C)(=O)OCC (ethyl acetate), compound 2. Solvent: C(Cl)Cl (methylene chloride), C(Cl)Cl (methylene chloride). Run at time 1 hour. Yields the product ClC=1N(C(N(N1)C)=O)CC1=CC(=CC=C1)C1=CC=CC=C1 (5-chloro-2-methyl-4-(3-phenylbenzyl)-2,4-dihydro-3H-1,2,4-triazol-3-one). Reaction SMILES: Cl[C:2]([Cl:12])(OC(=O)OC(Cl)(Cl)Cl)Cl.C[N:14](C)[NH:15][C:16]([NH:18][CH2:19][C:20]1[CH:25]=[CH:24][CH:23]=[C:22]([C:26]2[CH:31]=[CH:30][CH:29]=[CH:28][CH:27]=2)[CH:21]=1)=[O:17].[C:33](OCC)(=O)C>C(Cl)Cl>[Cl:12][C:2]1[N:18]([CH2:19][C:20]2[CH:25]=[CH:24][CH:23]=[C:22]([C:26]3[CH:31]=[CH:30][CH:29]=[CH:28][CH:27]=3)[CH:21]=2)[C:16](=[O:17])[N:15]([CH3:33])[N:14]=1. Procedure details: To a solution of 2.75 g (9.28 mmol) of triphosgene in 15 ml of methylene chloride was added dropwise a solution of 1.25 g (4.64 mmol) of 1,1-dimethyl-4-(3-phenylbenzyl)semicarbazide (produced in the following Reference Production Example 1) in 10 ml of methylene chloride with ice-cooling. The mixture was removed from an ice bath, allowed to warm to room temperature, and heated under reflux for 4 hours. After allowing to cool to room temperature, the reaction mixture was poured into an about 5% a... Starting materials: FC1=C(C=C(C=C1)[C@@](CC1=CC=CC=C1)(C1=CC(=CC(=C1)OC(C(F)F)(F)F)F)N[S@](=O)C(C)(C)C)OC ((R)-N-((S)-1-(4-fluoro-3-methoxyphenyl)-1-(3-fluoro-5-(1,1,2,2-tetrafluoroethoxy)phenyl)-2-phenylethyl)-2-methylpropane-2-sulfinamide), Cl (HCl). The solvent is CO (MeOH). Reaction conditions: time 20 minute. Product: FC1=C(C=C(C=C1)[C@](CC1=CC=CC=C1)(N)C1=CC(=CC(=C1)OC(C(F)F)(F)F)F)OC ((S)-1-(4-fluoro-3-methoxyphenyl)-1-(3-fluoro-5-(1,1,2,2-tetrafluoroethoxy)phenyl)-2-phenylethanamine). Yield: 59.3%. As a reaction SMILES: [F:1][C:2]1[CH:7]=[CH:6][C:5]([C@:8]([NH:30][S@@](C(C)(C)C)=O)([C:16]2[CH:21]=[C:20]([O:22][C:23]([F:28])([F:27])[CH:24]([F:26])[F:25])[CH:19]=[C:18]([F:29])[CH:17]=2)[CH2:9][C:10]2[CH:15]=[CH:14][CH:13]=[CH:12][CH:11]=2)=[CH:4][C:3]=1[O:37][CH3:38].Cl>CO>[F:1][C:2]1[CH:7]=[CH:6][C:5]([C@@:8]([C:16]2[CH:21]=[C:20]([O:22][C:23]([F:27])([F:28])[CH:24]([F:26])[F:25])[CH:19]=[C:18]([F:29])[CH:17]=2)([NH2:30])[CH2:9][C:10]2[CH:11]=[CH:12][CH:13]=[CH:14][CH:15]=2)=[CH:4][C:3]=1[O:37][CH3:38]. Procedure details: To a solution of (R)-N-((S)-1-(4-fluoro-3-methoxyphenyl)-1-(3-fluoro-5-(1,1,2,2-tetrafluoroethoxy)phenyl)-2-phenylethyl)-2-methylpropane-2-sulfinamide (1.1 g, 2 mmol) in MeOH (50 mL) was added 4N HCl (2.5 mL). The reaction mixture was stirred at room temperature for 20 minutes. The organic solvent was removed under reduced pressure. To the residue was added saturated NaHCO3, and the aqueous portion was extracted with ether. The separated organic portion was dried over MgSO4, filtered and concent... The reactants are C1(=CC=CC=C1)CN1CCN(CC1)C1=CC=C(C(=O)O)C=C1 (4-[4-(phenylmethyl)-1-piperazinyl]-benzoic acid), O1C(CCCC1)ON (O-(tetrahydro-2H-pyran-2-yl)-hydroxylamine), N,N-methanetetrayl-biscyclohexanamine, ON1N=NC2=C1C=CC=C2 (1-hydroxy-1H-benzotriazole). Run in C(Cl)Cl (DCM). Product: C1(=CC=CC=C1)CN1CCN(CC1)C1=CC=C(C(=O)NOC2OCCCC2)C=C1 (4-[4-(phenylmethyl)-1-piperazinyl]-N-[(tetrahydro-2H-pyran-2-yl)oxy]-benzamide). Yield: 95.9%. RXN SMILES: [C:1]1([CH2:7][N:8]2[CH2:13][CH2:12][N:11]([C:14]3[CH:22]=[CH:21][C:17]([C:18](O)=[O:19])=[CH:16][CH:15]=3)[CH2:10][CH2:9]2)[CH:6]=[CH:5][CH:4]=[CH:3][CH:2]=1.[O:23]1[CH2:28][CH2:27][CH2:26][CH2:25][CH:24]1[O:29][NH2:30].ON1C2C=CC=CC=2N=N1>C(Cl)Cl>[C:1]1([CH2:7][N:8]2[CH2:9][CH2:10][N:11]([C:14]3[CH:15]=[CH:16][C:17]([C:18]([NH:30][O:29][CH:24]4[CH2:25][CH2:26][CH2:27][CH2:28][O:23]4)=[O:19])=[CH:21][CH:22]=3)[CH2:12][CH2:13]2)[CH:2]=[CH:3][CH:4]=[CH:5][CH:6]=1. Procedure details: A mixture of 4-[4-(phenylmethyl)-1-piperazinyl]-benzoic acid (0.0145 mol), O-(tetrahydro-2H-pyran-2-yl)-hydroxylamine (0.029 mol), N,N-methanetetrayl-biscyclohexanamine (0.0145 mol) and 1-hydroxy-1H-benzotriazole (0.021 mol) in DCM p.a. (200 ml) was stirred at room temperature over the weekend. The reaction mixture was washed with water, dried (MgSO4), filtered and the solvent was evaporated. The residue was crystallized from EtOAc, filtered off and dried, yielding 3.5 g and another crop: 2.0 g ... Reactants: CCOC(=O)C1C(C=C(Br)c2ccc(Cl)cc2)C1(C)C, CCO, [Na+], [OH-], O. The product is CC1(C)C(C=C(Br)c2ccc(Cl)cc2)C1C(=O)O. RXN SMILES: [CH2:1]([CH3:2])[O:3][C:4](=[O:5])[CH:6]1[C:7]([CH3:19])([CH3:20])[CH:8]1[CH:9]=[C:10]([c:11]1[cH:12][cH:13][c:14]([Cl:17])[cH:15][cH:16]1)[Br:18].[CH3:23][CH2:24][OH:25].[Na+:22].[OH-:21].[OH2:26]>>[O:3]=[C:4]([OH:5])[CH:6]1[C:7]([CH3:19])([CH3:20])[CH:8]1[CH:9]=[C:10]([c:11]1[cH:12][cH:13][c:14]([Cl:17])[cH:15][cH:16]1)[Br:18]. The reactants are CC(C)(C)OC(=O)N1CC2OC2C1, c1ccc(CNCc2ccccc2)cc1, CCO. Yields the product CC(C)(C)OC(=O)N1CC(O)C(N(Cc2ccccc2)Cc2ccccc2)C1. Reaction SMILES: [C:1]([CH3:2])([CH3:3])([CH3:4])[O:5][C:6](=[O:7])[N:8]1[CH2:9][CH:10]2[CH:11]([CH2:12]1)[O:13]2.[CH2:14]([c:15]1[cH:16][cH:17][cH:18][cH:19][cH:20]1)[NH:21][CH2:22][c:23]1[cH:24][cH:25][cH:26][cH:27][cH:28]1.[CH3:29][CH2:30][OH:31]>>[C:1]([CH3:2])([CH3:3])([CH3:4])[O:5][C:6](=[O:7])[N:8]1[CH2:9][CH:10]([OH:13])[CH:11]([N:21]([CH2:14][c:15]2[cH:16][cH:17][cH:18][cH:19][cH:20]2)[CH2:22][c:23]2[cH:24][cH:25][cH:26][cH:27][cH:28]2)[CH2:12]1.